Dataset: the Open Reaction Database (ORD), a public repository of structured organic reaction records. Task: describe an organic reaction: reactants, conditions, products, and yield Reactants: ( 2 ), ClC(C#N)(Cl)Cl (trichloroacetonitrile), C(C)OCCN (2-ethoxyethylamine), ( 1 ). Run at temperature 0 celsius, time 20 minute. Yields the product C(C)OCCNC(C(Cl)(Cl)Cl)=N (N-(2-Ethoxyethyl)Trichloroacetamidine). RXN SMILES: [Cl:1][C:2]([Cl:6])([Cl:5])[C:3]#[N:4].[CH2:7]([O:9][CH2:10][CH2:11][NH2:12])[CH3:8]>>[CH2:7]([O:9][CH2:10][CH2:11][NH:12][C:3](=[NH:4])[C:2]([Cl:6])([Cl:5])[Cl:1])[CH3:8]. Procedure details: To 15 ml (0.5 mole) trichloroacetonitrile in an ice bath, was added 8.9 g (0.10 mole) 2-ethoxyethylamine. The addition was carried out over 20 minutes and the reaction temperature rose to 35° C. After 20 minutes additional stirring at 0° C., it was stirred at room temperature overnight. The mixture was washed to give 12.0 g. Distillation yielded: (1) 9.1 g (B.P. 0.41 mm, 92°-97° C.); (2) 1.9 g (B.P. 0.41 mm, 96° C.). Total yield: 10.9 g (47%). The structure was confirmed via IR, VPC, and element... Starting materials: OB(O)C1=CCCCC1, Cc1ccccc1, CCOC(C)=O, c1ccc(-c2ccccc2P(C2CCCCC2)C2CCCCC2)cc1, [K+], [K+], [K+], Nc1ccc(C2CC(=O)NC(=O)C2)cc1Br, CC(=O)[O-], CC(=O)[O-], C1COCCO1, O=P([O-])([O-])[O-], [Pd+2]. Product: Nc1ccc(C2CC(=O)NC(=O)C2)cc1C1=CCCCC1. Reaction SMILES: [C:17]1([B:23]([OH:24])[OH:25])=[CH:18][CH2:19][CH2:20][CH2:21][CH2:22]1.[CH3:59][c:60]1[cH:61][cH:62][cH:63][cH:64][cH:65]1.[CH3:66][CH2:67][O:68][C:69]([CH3:70])=[O:71].[CH:34]1([P:35]([CH:36]2[CH2:37][CH2:38][CH2:39][CH2:40][CH2:41]2)[c:42]2[cH:43][cH:44][cH:45][cH:46][c:47]2-[c:48]2[cH:49][cH:50][cH:51][cH:52][cH:53]2)[CH2:54][CH2:55][CH2:56][CH2:57][CH2:58]1.[K+:31].[K+:32].[K+:33].[NH2:1][c:2]1[c:3]([Br:16])[cH:4][c:5]([CH:8]2[CH2:9][C:10](=[O:15])[NH:11][C:12](=[O:14])[CH2:13]2)[cH:6][cH:7]1.[O-:73][C:74]([CH3:75])=[O:76].[O-:77][C:78]([CH3:79])=[O:80].[O:81]1[CH2:82][CH2:83][O:84][CH2:85][CH2:86]1.[P:26]([O-:27])([O-:28])([O-:29])=[O:30].[Pd+2:72]>>[NH2:1][c:2]1[c:3]([C:17]2=[CH:18][CH2:19][CH2:20][CH2:21][CH2:22]2)[cH:4][c:5]([CH:8]2[CH2:9][C:10](=[O:15])[NH:11][C:12](=[O:14])[CH2:13]2)[cH:6][cH:7]1.